From a dataset of the Open Reaction Database (ORD), a public repository of structured organic reaction records. describe an organic reaction: reactants, conditions, products, and yield Starting materials: C1(CCCCC1)C(C(=O)O)(O)C1=CC=CC=C1 (cyclohexylphenyl glycolic acid), C(C#C)O (propargyl alcohol), C(OC(C)Cl)(=O)Cl (α-chloroethyl carbonochloridate), C(C(C)C)OC(=O)Cl (isobutylchloroformate), ( II ), C1(=CC=CC=C1)C(C(=O)OC#CCCN(CC1=CC=C(C=C1)OC)CC)(O)C1CCCCC1 (N-ethyl-N-(4-methoxybenzyl)aminobutynyl phenylcyclohexyl-glycolate), C(C)N(CC1=CC=C(C=C1)OC)C(C#CO)C (N-ethyl-N-(4-methoxybenzyl)aminobutynol), CCN(CC)CC#CCOC(=O)[C@@](C1CCCCC1)(C2=CC=CC=C2)O ((R)-Oxybutynin), alkyl chloroformate, ( III ). The product is C1(=CC=CC=C1)[C@@](C(=O)OCC#CCNCC)(O)C1CCCCC1 ((S)-4-ethylamino-2-butynyl phenylcyclohexylglycolate). RXN SMILES: C1(C(C2C=CC=CC=2)(O)C(O)=O)CCCCC1.[CH3:18][CH2:19][N:20]([CH2:23][C:24]#[C:25][CH2:26][O:27][C:28]([C@:30]([OH:43])([C:37]1[CH:42]=[CH:41][CH:40]=[CH:39][CH:38]=1)[CH:31]1[CH2:36][CH2:35][CH2:34][CH2:33][CH2:32]1)=[O:29])CC.C(OC(Cl)=O)C(C)C.C(O)C#C.C(N(C(C)C#CO)CC1C=CC(OC)=CC=1)C.C1(C(C2CCCCC2)(O)C(OC#CCCN(CC)CC2C=CC(OC)=CC=2)=O)C=CC=CC=1.C(Cl)(=O)OC(Cl)C>>[C:31]1([C@:30]([CH:37]2[CH2:38][CH2:39][CH2:40][CH2:41][CH2:42]2)([OH:43])[C:28]([O:27][CH2:26][C:25]#[C:24][CH2:23][NH:20][CH2:19][CH3:18])=[O:29])[CH:32]=[CH:33][CH:34]=[CH:35][CH:36]=1. Procedure: The method according to claim 1, wherein said single enantiomer of cyclohexylphenyl glycolic acid is the (S) enantiomer, said alkyl chloroformate is isobutylchloroformate, said sidechain propargyl alcohol derivative of formula (III) is N-ethyl-N-(4-methoxybenzyl)aminobutynol, and said single enantiomer of structure (II) is N-ethyl-N-(4-methoxybenzyl)aminobutynyl phenylcyclohexyl-glycolate, which is treated with α-chloroethyl carbonochloridate to provide (S)-4-ethylamino-2-butynyl phenylcyclohexy...